Dataset: the Open Reaction Database (ORD), a public repository of structured organic reaction records. Task: describe an organic reaction: reactants, conditions, products, and yield Run in CCCCC (pentane), CN(C=O)C (N,N-dimethylformamide). Product: COC(C1=CC=C(C=C1)OCC1=CC=CC=C1)=O (methyl-4-benzyloxybenzoate). Reaction conditions: temperature 25 celsius, time 3 hour. Reported procedure: To a solution of 15.2 g of methyl-4-hydroxybenzoate (100 mmol) in 125 mL of N,N-dimethylformamide was added under stirring 33.13 g of potassium carbonate (240 mmol). Then 17.45 g of benzyl bromide (102 mmol) was added within 5 min. The mixture was stirred at 25° C. using a water bath. The reaction was complete after 3 h. The reaction mixture was poured into a mixture of 180 g of ice and 200 mL of ethyl acetate. After extraction, the aqueous phase was separated and extracted with three portions o... Reactants: COC(C1=CC=C(C=C1)O)=O (methyl-4-hydroxybenzoate), C([O-])([O-])=O.[K+].[K+] (potassium carbonate), C(C1=CC=CC=C1)Br (benzyl bromide), ice, C(C)(=O)OCC (ethyl acetate). As a reaction SMILES: [CH3:1][O:2][C:3](=[O:11])[C:4]1[CH:9]=[CH:8][C:7]([OH:10])=[CH:6][CH:5]=1.C(=O)([O-])[O-].[K+].[K+].[CH2:18](Br)[C:19]1[CH:24]=[CH:23][CH:22]=[CH:21][CH:20]=1.C(OCC)(=O)C>CN(C)C=O.CCCCC>[CH3:1][O:2][C:3](=[O:11])[C:4]1[CH:9]=[CH:8][C:7]([O:10][CH2:18][C:19]2[CH:24]=[CH:23][CH:22]=[CH:21][CH:20]=2)=[CH:6][CH:5]=1 |f:1.2.3|. Starting materials: C1(=CC=CC=C1)C1=C(C(=NO1)C1=C2C(=NO1)C=1C=CC(=CC1OC2)C=C)C(F)(F)F (3-(5-phenyl-4-(trifluoromethyl)isoxazol-3-yl)-7-vinyl-4H-chromeno[4,3-c]isoxazole), diol, O (water), aqueous solution, C[N+]1(CCOCC1)[O-] (NMO), aqueous solution, I(=O)(=O)(=O)[O-].[Na+] (Sodium periodate). The reagents and catalysts are [Os](=O)(=O)(=O)=O (osmium tetroxide). The solvent is C(C)(=O)OCC (ethyl acetate). Conditions: time 5 hour. Yields the product C1(=CC=CC=C1)C1=C(C(=NO1)C1=C2C(=NO1)C=1C=CC(=CC1OC2)C=O)C(F)(F)F (3-(5-phenyl-4-(trifluoromethyl)isoxazol-3-yl)-4H-chromeno[4,3-c]isoxazole-7-carbaldehyde). Yield: 94.5%. RXN SMILES: [C:1]1([C:7]2[O:11][N:10]=[C:9]([C:12]3[O:16][N:15]=[C:14]4[C:17]5[CH:18]=[CH:19][C:20]([CH:25]=C)=[CH:21][C:22]=5[O:23][CH2:24][C:13]=34)[C:8]=2[C:27]([F:30])([F:29])[F:28])[CH:6]=[CH:5][CH:4]=[CH:3][CH:2]=1.C[N+]1([O-])CC[O:35]CC1.I([O-])(=O)(=O)=O.[Na+].O>C(OCC)(=O)C.[Os](=O)(=O)(=O)=O>[C:1]1([C:7]2[O:11][N:10]=[C:9]([C:12]3[O:16][N:15]=[C:14]4[C:17]5[CH:18]=[CH:19][C:20]([CH:25]=[O:35])=[CH:21][C:22]=5[O:23][CH2:24][C:13]=34)[C:8]=2[C:27]([F:28])([F:30])[F:29])[CH:6]=[CH:5][CH:4]=[CH:3][CH:2]=1 |f:2.3|. Procedure: To a mixture of 3-(5-phenyl-4-(trifluoromethyl)isoxazol-3-yl)-7-vinyl-4H-chromeno[4,3-c]isoxazole (Preparation 62G, 0.060 g, 0.146 mmol) and a 50% aqueous solution of NMO (0.030 mL, 0.146 mmol) at room temperature was added a 4% aqueous solution of osmium tetroxide (0.046 mL, 5.85 μmol). The reaction mixture was stirred at room temperature for 5 h. The intermediate diol had an HPLC ret. time=3.09 min and an LCMS M+1=445.0. Sodium periodate (0.047 g, 0.219 mmol) was added to the homogeneous mixtu... Reactants: FC(C(C1=CC=CC=C1)(F)F)(F)C1=C(CN)C=CC=C1 (2-(α,α,β,β -tetrafluorophenethyl)benzylamine), hydrochloride salt, C(C1=CC=CC=C1)Cl (benzyl chloride), C([O-])([O-])=O.[K+].[K+] (potassium carbonate), Cl (hydrogen chloride). Solvent: C1=CC=CC=C1 (benzene), C(C)O (ethanol). The product is C(C1=CC=CC=C1)NCC1=C(C=CC=C1)C(C(C1=CC=CC=C1)(F)F)(F)F (N-Benzyl-2-(α,α,β,β -tetrafluorophenethyl)benzylamine). Reaction SMILES: [F:1][C:2]([C:13]1[CH:20]=[CH:19][CH:18]=[CH:17][C:14]=1[CH2:15][NH2:16])([F:12])[C:3]([F:11])([F:10])[C:4]1[CH:9]=[CH:8][CH:7]=[CH:6][CH:5]=1.[CH2:21](Cl)[C:22]1[CH:27]=[CH:26][CH:25]=[CH:24][CH:23]=1.C(=O)([O-])[O-].[K+].[K+].Cl>C(O)C.C1C=CC=CC=1>[CH2:21]([NH:16][CH2:15][C:14]1[CH:17]=[CH:18][CH:19]=[CH:20][C:13]=1[C:2]([F:12])([F:1])[C:3]([F:11])([F:10])[C:4]1[CH:5]=[CH:6][CH:7]=[CH:8][CH:9]=1)[C:22]1[CH:27]=[CH:26][CH:25]=[CH:24][CH:23]=1 |f:2.3.4|. Procedure: A mixture of 3.9 g. (0.0138 mole) of 2-(α,α,β,β -tetrafluorophenethyl)benzylamine, 1.77 g. (0.014 mole) of benzyl chloride, 2.5 g. of anhydrous potassium carbonate, and 25 ml. of benzene is stirred and heated to refluxing for about 40 hours. After filtration, the solvent is evaporated under reduced pressure, leaving the product as the residual oil. Purification is effected by column chromatography on 250 g. of silica, the product being eluted with 1% methanol in chloroform. The fractions that sh... Reactants: FC1=C(N)C(=CC=C1)F (2,6-difluoroaniline), CC(C(=O)Cl)CC(=O)Cl (methyl succinyl chloride), CN(C=O)C (N,N-dimethylformamide), O (water). Yields the product FC1=C(C(=CC=C1)F)NC(CCC(=O)OC)=O (Methyl 4-[(2,6-difluorophenyl)amino]-4-oxobutanoate). RXN SMILES: [F:1][C:2]1[CH:8]=[CH:7][CH:6]=[C:5]([F:9])[C:3]=1[NH2:4].C[CH:11]([CH2:15][C:16](Cl)=[O:17])[C:12](Cl)=[O:13].[OH2:19].[CH3:20]N(C)C=O>>[F:1][C:2]1[CH:8]=[CH:7][CH:6]=[C:5]([F:9])[C:3]=1[NH:4][C:12](=[O:13])[CH2:11][CH2:15][C:16]([O:17][CH3:20])=[O:19]. Reported procedure: To a solution of 2,6-difluoroaniline (3.2 mL) in N,N-dimethylformamide (20 mL) was added methyl succinyl chloride (3.7 mL) at room temperature and the mixture was stirred for an hour. To the reaction mixture was added water and the mixture was extracted with ethyl acetate. The obtained organic layer was dried and concentrated. The obtained residue was purified by column chromatography on silica gel (hexane:ethyl acetate=7:3→3:2) to give the title compound (1.7 g) having the following physical da... Starting materials: C1CCOC1, CCOC(C)=O, CCN(C(C)C)C(C)C, O=[N+]([O-])c1ccc(S(=O)(=O)Cl)cc1, NN, ONOC1CCOCC1. Product: O=[N+]([O-])c1ccc(S(=O)(=O)NOC2CCOCC2)cc1. As a reaction SMILES: [CH2:34]1[O:35][CH2:36][CH2:37][CH2:38]1.[CH3:39][CH2:40][O:41][C:42](=[O:43])[CH3:44].[CH:23]([N:24]([CH:25]([CH3:26])[CH3:27])[CH2:28][CH3:29])([CH3:30])[CH3:31].[N+:10](=[O:11])([O-:12])[c:13]1[cH:14][cH:15][c:16]([S:19](=[O:20])(=[O:21])[Cl:22])[cH:17][cH:18]1.[NH2:32][NH2:33].[O:1]1[CH2:2][CH2:3][CH:4]([O:7][NH:8][OH:9])[CH2:5][CH2:6]1>>[O:1]1[CH2:2][CH2:3][CH:4]([O:7][NH:8][S:19]([c:16]2[cH:15][cH:14][c:13]([N+:10](=[O:11])[O-:12])[cH:18][cH:17]2)(=[O:20])=[O:21])[CH2:5][CH2:6]1. The reactants are CC(C)(C)OC(=O)NCC(Cn1c(CCl)nc2cnc3ccccc3c21)O[Si](C)(C)C(C)(C)C, CC(C)(C)[O-], [K+], C1CCOC1. Yields the product CC(C)(C)OC(=O)N1Cc2nc3cnc4ccccc4c3n2CC(O[Si](C)(C)C(C)(C)C)C1. As a reaction SMILES: [C:7]([CH3:8])([CH3:9])([CH3:10])[Si:11]([O:12][CH:13]([CH2:14][NH:15][C:16]([O:17][C:18]([CH3:19])([CH3:20])[CH3:21])=[O:22])[CH2:23][n:24]1[c:25]([CH2:37][Cl:38])[n:26][c:27]2[cH:28][n:29][c:30]3[cH:31][cH:32][cH:33][cH:34][c:35]3[c:36]12)([CH3:39])[CH3:40].[CH3:1][C:2]([CH3:3])([O-:4])[CH3:5].[K+:6].[O:41]1[CH2:42][CH2:43][CH2:44][CH2:45]1>>[C:7]([CH3:8])([CH3:9])([CH3:10])[Si:11]([O:12][CH:13]1[CH2:14][N:15]([C:16]([O:17][C:18]([CH3:19])([CH3:20])[CH3:21])=[O:22])[CH2:37][c:25]2[n:24]([c:36]3[c:27]([n:26]2)[cH:28][n:29][c:30]2[cH:31][cH:32][cH:33][cH:34][c:35]23)[CH2:23]1)([CH3:39])[CH3:40].